Dataset: the Open Reaction Database (ORD), a public repository of structured organic reaction records. Task: describe an organic reaction: reactants, conditions, products, and yield The reactants are compound 8, FC=1C=C(C=CC1OCCCCCCCC)B(O)O (3-fluoro-4-octoxyphenyl boronic acid), BrC1=CC=C(C=C1)I (4-bromoiodobenzene). Reagents/catalysts: C=1C=CC(=CC1)[P](C=2C=CC=CC2)(C=3C=CC=CC3)[Pd]([P](C=4C=CC=CC4)(C=5C=CC=CC5)C=6C=CC=CC6)([P](C=7C=CC=CC7)(C=8C=CC=CC8)C=9C=CC=CC9)[P](C=1C=CC=CC1)(C=1C=CC=CC1)C=1C=CC=CC1 (tetrakis(triphenylphosphine)palladium). Product: BrC1=CC=C(C=C1)C1=CC(=C(C=C1)OCCCCCCCC)F (4'-bromo-3-fluoro-4-octoxybiphenyl). As a reaction SMILES: [F:1][C:2]1[CH:3]=[C:4](B(O)O)[CH:5]=[CH:6][C:7]=1[O:8][CH2:9][CH2:10][CH2:11][CH2:12][CH2:13][CH2:14][CH2:15][CH3:16].[Br:20][C:21]1[CH:26]=[CH:25][C:24](I)=[CH:23][CH:22]=1>C1C=CC([P]([Pd]([P](C2C=CC=CC=2)(C2C=CC=CC=2)C2C=CC=CC=2)([P](C2C=CC=CC=2)(C2C=CC=CC=2)C2C=CC=CC=2)[P](C2C=CC=CC=2)(C2C=CC=CC=2)C2C=CC=CC=2)(C2C=CC=CC=2)C2C=CC=CC=2)=CC=1>[Br:20][C:21]1[CH:26]=[CH:25][C:24]([C:4]2[CH:5]=[CH:6][C:7]([O:8][CH2:9][CH2:10][CH2:11][CH2:12][CH2:13][CH2:14][CH2:15][CH3:16])=[C:2]([F:1])[CH:3]=2)=[CH:23][CH:22]=1 |^1:31,33,52,71|. Procedure details: This was prepared using a similar method to that described for compound 8. Quantities: 3-fluoro-4-octoxyphenyl boronic acid (7.0 g, 0.026 mol), 4-bromoiodobenzene (5.88 g, 0.021 mol), tetrakis(triphenylphosphine)palladium (0) (0.8 g, 0.7 mol). Reaction SMILES: N[C:2]1[N:7]=[C:6]([OH:8])[C:5]([CH3:9])=[C:4]([CH2:10][O:11][CH3:12])[N:3]=1.Cl.N([O-])=[O:15].[Na+]>O>[OH:15][C:2]1[N:7]=[C:6]([OH:8])[C:5]([CH3:9])=[C:4]([CH2:10][O:11][CH3:12])[N:3]=1 |f:2.3|. Isolated yield 55.1%. Run in O (water). Product: OC1=NC(=C(C(=N1)O)C)COC (2,4-dihydroxy-6-methoxymethyl-5-methylpyrimidine). Reaction conditions: temperature 70 celsius. Starting materials: NC1=NC(=C(C(=N1)O)C)COC (2-amino-4-hydroxy-6-methoxymethyl-5-methylpyrimidine), Cl (hydrochloric acid), N(=O)[O-].[Na+] (sodium nitrite). Reported procedure: 2-amino-4-hydroxy-6-methoxymethyl-5-methylpyrimidine (2.7 g, 16 mmol) was added to 20% aqueous hydrochloric acid solution (7 ml), and heated to 70° C. A solution of sodium nitrite (2.3 g, 33.3 mmol) in water was added dropwise to a reaction mixture while maintaining the reaction temperature under 70° C. The reaction mixture was cooled to a room temperature. The resulting solid was filtered and dried to give 1.5 g of the titled compound. Starting materials: COC(=O)C=1C(=NC2=C(C=C(C=C2C1OS(=O)(=O)C(F)(F)F)Cl)Cl)C(C)C (6,8-Dichloro-2-isopropyl-4-trifluoromethanesulfonyloxy-quinoline-3-carboxylic acid methyl ester), C(C)(C)C=1C=C(C=CC1)B(O)O (3-isopropylphenylboronic acid). Yields the product COC(=O)C=1C(=NC2=C(C=C(C=C2C1C1=CC(=CC=C1)C(C)C)Cl)Cl)C(C)C (6,8-Dichloro-2-isopropyl-4-(3-isopropyl-phenyl)-quinoline-3-carboxylic acid methyl ester). RXN SMILES: [CH3:1][O:2][C:3]([C:5]1[C:6]([CH:25]([CH3:27])[CH3:26])=[N:7][C:8]2[C:13]([C:14]=1OS(C(F)(F)F)(=O)=O)=[CH:12][C:11]([Cl:23])=[CH:10][C:9]=2[Cl:24])=[O:4].[CH:28]([C:31]1[CH:32]=[C:33](B(O)O)[CH:34]=[CH:35][CH:36]=1)([CH3:30])[CH3:29]>>[CH3:1][O:2][C:3]([C:5]1[C:6]([CH:25]([CH3:27])[CH3:26])=[N:7][C:8]2[C:13]([C:14]=1[C:35]1[CH:34]=[CH:33][CH:32]=[C:31]([CH:28]([CH3:30])[CH3:29])[CH:36]=1)=[CH:12][C:11]([Cl:23])=[CH:10][C:9]=2[Cl:24])=[O:4]. Procedure: The title compound was prepared in analogy to example 72 step C from 6,8-dichloro-2-isopropyl-4-trifluoromethanesulfonyloxy-quinoline-3-carboxylic acid methyl ester (prepared as described in example 72 step B) and 3-isopropylphenylboronic acid. Colorless semisolid. MS (ESI): 416.1 (M+H)+. Reactants: cuprous chloride, O (water), Cl (hydrochloric acid), C(C1=CC=CC=C1)(=O)C1=C(C=CC(=C1)N)N1N=C(C=C1C(=O)OC)C(=O)OC (1-(2-Benzoyl-4-aminophenyl)-3,5-pyrazole dicarboxylic acid, dimethyl ester), O (H2O), cuprous chloride, CC(=O)O (HOAc), N(=O)[O-].[Na+] (sodium nitrite), Cl (HCl). Reaction conditions: time 20 minute. The product is C(C1=CC=CC=C1)(=O)C1=C(C=CC(=C1)Cl)N1N=C(C=C1C(=O)OC)C(=O)OC (1-(2-Benzoyl-4-chlorophenyl)-3,5-pyrazole dicarboxylic acid, dimethyl ester). As a reaction SMILES: [C:1]([C:9]1[CH:14]=[C:13](N)[CH:12]=[CH:11][C:10]=1[N:16]1[C:20]([C:21]([O:23][CH3:24])=[O:22])=[CH:19][C:18]([C:25]([O:27][CH3:28])=[O:26])=[N:17]1)(=[O:8])[C:2]1[CH:7]=[CH:6][CH:5]=[CH:4][CH:3]=1.CC(O)=O.N([O-])=O.[Na+].O.[ClH:38]>>[C:1]([C:9]1[CH:14]=[C:13]([Cl:38])[CH:12]=[CH:11][C:10]=1[N:16]1[C:20]([C:21]([O:23][CH3:24])=[O:22])=[CH:19][C:18]([C:25]([O:27][CH3:28])=[O:26])=[N:17]1)(=[O:8])[C:2]1[CH:7]=[CH:6][CH:5]=[CH:4][CH:3]=1 |f:2.3|. Procedure details: To a solution of 13.1 g. (34.5 mmol) of the final product of Example 2 in 50 ml. HOAc and 75 ml. of 3 N HCl, stirred at 3°, was added dropwise so as to maintain a temperature of 3°-6°, a solution of 2.50 g. (36.3 mmol) of sodium nitrite in 25 ml. H2O. When the addition was complete, the reaction was stirred at 3° for 20 minutes. A fresh solution of cuprous chloride in concentrated hydrochloric acid (prepared from 27 g. cupric sulfate pentahydrate*) was mixed with an equal volume of water and coo...